describe an organic reaction: reactants, conditions, products, and yield From a dataset of the Open Reaction Database (ORD), a public repository of structured organic reaction records. Starting materials: B, CN1C(=O)C2CCCN2C(=O)c2cc(Cl)ccc21, Cl, C1CCOC1. Yields the product CN1C(=O)C2CCCN2Cc2cc(Cl)ccc21. Reaction SMILES: [BH3:19].[Cl:1][c:2]1[cH:3][cH:4][c:5]2[c:6]([cH:18]1)[C:7](=[O:17])[N:8]1[CH:9]([C:10](=[O:13])[N:11]2[CH3:12])[CH2:14][CH2:15][CH2:16]1.[ClH:20].[O:21]1[CH2:22][CH2:23][CH2:24][CH2:25]1>>[Cl:1][c:2]1[cH:3][cH:4][c:5]2[c:6]([cH:18]1)[CH2:7][N:8]1[CH:9]([C:10](=[O:13])[N:11]2[CH3:12])[CH2:14][CH2:15][CH2:16]1. The reactants are solution, BrC=1C=CC2=C(C=C(O2)CCN2[C@@H](CCC2)C)C1 ((2R)-1-[2-(5-bromo-1-benzofuran-2-yl)ethyl]-2-methylpyrrolidine), C1(=CC=CC=C1C1=CC=CC=C1)P(C1CCCCC1)C1CCCCC1 (biphen-2-yl-dicyclohexylphosphine), OCC1=CC=C(C=C1)B(O)O (4-(hydroxymethyl)phenylboronic acid), C(=O)([O-])[O-].[Na+].[Na+] (Na2CO3). The reagents and catalysts are C(C)(=O)[O-].[Pd+2].C(C)(=O)[O-] (palladium (II) acetate). The solvent is C1=CC=CC=C1 (benzene), CCOC(=O)C (EtOAc), C(C)O (ethanol), C(C)O (ethanol). Conditions: time 8 hour. Product: C[C@H]1N(CCC1)CCC=1OC2=C(C1)C=C(C=C2)C2=CC=C(C=C2)CO ([4-(2-{2-[(2R)-2-methyl-1-pyrrolidinyl]ethyl}-1-benzofuran-5-yl)phenyl]methanol). Yield: 12.0%. Reaction SMILES: Br[C:2]1[CH:3]=[CH:4][C:5]2[O:9][C:8]([CH2:10][CH2:11][N:12]3[CH2:16][CH2:15][CH2:14][C@H:13]3[CH3:17])=[CH:7][C:6]=2[CH:18]=1.C1(P(C2CCCCC2)C2CCCCC2)C(C2C=CC=CC=2)=CC=CC=1.[OH:44][CH2:45][C:46]1[CH:51]=[CH:50][C:49](B(O)O)=[CH:48][CH:47]=1.C([O-])([O-])=O.[Na+].[Na+]>C1C=CC=CC=1.C(O)C.CCOC(C)=O.C([O-])(=O)C.[Pd+2].C([O-])(=O)C>[CH3:17][C@@H:13]1[CH2:14][CH2:15][CH2:16][N:12]1[CH2:11][CH2:10][C:8]1[O:9][C:5]2[CH:4]=[CH:3][C:2]([C:49]3[CH:50]=[CH:51][C:46]([CH2:45][OH:44])=[CH:47][CH:48]=3)=[CH:18][C:6]=2[CH:7]=1 |f:3.4.5,9.10.11|. Procedure: A solution (1.2 mL) of the product from Example 115A (350 mg, 1.1 mmol) in benzene (3.6 mL) was added to a mixture of palladium (II) acetate (11 mg, 0.05 mmol), and biphen-2-yl-dicyclohexylphosphine (28 mg, 0.08 mmol). The reaction mixture was then treated with 4-(hydroxymethyl)phenylboronic acid (87 mg, 0.57 mmol) in ethanol (500 μL) followed by 2M aqueous Na2CO3 (500 μL). The mixture was stirred thoroughly overnight. Additional ethanol (500 μL) was added and the mixture was stirred for four da... RXN SMILES: [CH2:1]([CH3:2])[O:3][C:4](=[O:5])[c:6]1[nH:7][c:8]2[c:9]([CH2:16][N:17]3[CH2:18][CH2:19][N:20]([CH3:23])[CH2:21][CH2:22]3)[cH:10][c:11]([Cl:15])[cH:12][c:13]2[cH:14]1.[CH2:28]1[O:29][CH2:30][CH2:31][CH2:32]1.[CH3:33][CH2:34][OH:35].[ClH:27].[Li+:25].[OH-:24].[OH2:26].[OH2:36]>>[O:3]=[C:4]([OH:5])[c:6]1[nH:7][c:8]2[c:9]([CH2:16][N:17]3[CH2:18][CH2:19][N:20]([CH3:23])[CH2:21][CH2:22]3)[cH:10][c:11]([Cl:15])[cH:12][c:13]2[cH:14]1. Reactants: CCOC(=O)c1cc2cc(Cl)cc(CN3CCN(C)CC3)c2[nH]1, C1CCOC1, CCO, Cl, [Li+], [OH-], O, O. The product is CN1CCN(Cc2cc(Cl)cc3cc(C(=O)O)[nH]c23)CC1.